Dataset: the Open Reaction Database (ORD), a public repository of structured organic reaction records. Task: describe an organic reaction: reactants, conditions, products, and yield The reactants are ice water, Cl (hydrochloric acid), potassium tert.-butylate, ClC(C1=CC=2C(CCC(C2C=C1)(C)C)(C)C)P(OCC)(OCC)=O (diethyl 1-chloro-1-(5,6,7,8-tetrahydro-5,5,8,8-tetramethylnaphth-2-yl)-methylphosphonate), C(#N)C1=CC=C(C=O)C=C1 (4-cyanobenzaldehyde). Run in CS(=O)C (dimethyl sulfoxide), CS(=O)C (dimethyl sulfoxide). Reaction conditions: time 1 hour. Product: CC1(C=2C=CC(=CC2C(CC1)(C)C)C#CC1=CC=C(C#N)C=C1)C (4-[(5,6,7,8-tetrahydro-5,5,8,8-tetramethylnaphth-2-yl)-ethynyl]-benzonitril). Isolated yield 48.9%. As a reaction SMILES: Cl[CH:2](P(=O)(OCC)OCC)[C:3]1[CH:12]=[CH:11][C:10]2[C:9]([CH3:14])([CH3:13])[CH2:8][CH2:7][C:6]([CH3:16])([CH3:15])[C:5]=2[CH:4]=1.[C:25]([C:27]1[CH:34]=[CH:33][C:30]([CH:31]=O)=[CH:29][CH:28]=1)#[N:26].Cl>CS(C)=O>[CH3:14][C:9]1([CH3:13])[CH2:8][CH2:7][C:6]([CH3:15])([CH3:16])[C:5]2[CH:4]=[C:3]([C:2]#[C:31][C:30]3[CH:33]=[CH:34][C:27]([C:25]#[N:26])=[CH:28][CH:29]=3)[CH:12]=[CH:11][C:10]1=2. Reported procedure: A solution of 13.8 g (0.123 mole) of potassium tert.-butylate in 65 ml of dimethyl sulfoxide was added dropwise in the course of 30 minutes to a solution of 22.6 g (0.06 mole) of diethyl 1-chloro-1-(5,6,7,8-tetrahydro-5,5,8,8-tetramethylnaphth-2-yl)-methylphosphonate (about 85% strength) and 7.86 g (0.06 mole) of 4-cyanobenzaldehyde in 190 ml of dry dimethyl sulfoxide at room temperature. Stirring was continued for 1 hour, after which the mixture was poured onto 1 liter of ice water and acidifie... Reactants: ClC=1C2=C(N=CN1)SC1=C2CCC(C1)C(=O)N(CCC)CCOC ((RS)-4-chloro-N-(2-methoxyethyl)-N-propyl-5,6,7,8-tetrahydro[1]benzothieno[2,3-d]pyrimidine-7-carboxamide), NC1=CC2=C(NC(S2)=O)C=C1OC (6-amino-5-methoxy-1,3-benzothiazol-2(3H)-one). Yields the product COCCN(C(=O)C1CC2=C(CC1)C1=C(N=CN=C1NC1=CC3=C(NC(S3)=O)C=C1OC)S2)CCC ((RS)—N-(2-Methoxyethyl)-4-[(5-methoxy-2-oxo-2,3-dihydro-1,3-benzothiazol-6-yl)amino]-N-propyl-5,6,7,8-tetrahydro[1]benzothieno[2,3-d]pyrimidine-7-carboxamide). As a reaction SMILES: Cl[C:2]1[C:3]2[C:10]3[CH2:11][CH2:12][CH:13]([C:15]([N:17]([CH2:21][CH2:22][O:23][CH3:24])[CH2:18][CH2:19][CH3:20])=[O:16])[CH2:14][C:9]=3[S:8][C:4]=2[N:5]=[CH:6][N:7]=1.[NH2:25][C:26]1[C:35]([O:36][CH3:37])=[CH:34][C:29]2[NH:30][C:31](=[O:33])[S:32][C:28]=2[CH:27]=1>>[CH3:24][O:23][CH2:22][CH2:21][N:17]([CH2:18][CH2:19][CH3:20])[C:15]([CH:13]1[CH2:12][CH2:11][C:10]2[C:3]3[C:2]([NH:25][C:26]4[C:35]([O:36][CH3:37])=[CH:34][C:29]5[NH:30][C:31](=[O:33])[S:32][C:28]=5[CH:27]=4)=[N:7][CH:6]=[N:5][C:4]=3[S:8][C:9]=2[CH2:14]1)=[O:16]. Procedure: 100 mg (272 μmol) (RS)-4-chloro-N-(2-methoxyethyl)-N-propyl-5,6,7,8-tetrahydro[1]benzothieno[2,3-d]pyrimidine-7-carboxamide (prepared according to intermediate example 87a) were transformed in analogy to example 1 using 6-amino-5-methoxy-1,3-benzothiazol-2(3H)-one to give after working up and purification 11.7 mg (8%) of the title compound. Product: FC1=CC(=C(C=C1)C=1C=CC2=C(NC(CC(=N2)C2=CC(=CC=C2)N2C=NC=C2)=O)C1)C (8-(4-Fluoro-2-methyl-phenyl)-4-(3-imidazol-1-yl-phenyl)-1,3-dihydro-benzo[b][1,4]diazepin-2-one). As a reaction SMILES: C(OC(=O)[NH:7][C:8]1[CH:13]=[CH:12][C:11]([C:14]2[CH:19]=[CH:18][C:17]([F:20])=[CH:16][C:15]=2[CH3:21])=[CH:10][C:9]=1[NH:22][C:23](=[O:38])[CH2:24][C:25]([C:27]1[CH:32]=[CH:31][CH:30]=[C:29]([N:33]2[CH:37]=[CH:36][N:35]=[CH:34]2)[CH:28]=1)=O)(C)(C)C.C(O)(C(F)(F)F)=O>C(Cl)Cl>[F:20][C:17]1[CH:18]=[CH:19][C:14]([C:11]2[CH:12]=[CH:13][C:8]3[N:7]=[C:25]([C:27]4[CH:32]=[CH:31][CH:30]=[C:29]([N:33]5[CH:37]=[CH:36][N:35]=[CH:34]5)[CH:28]=4)[CH2:24][C:23](=[O:38])[NH:22][C:9]=3[CH:10]=2)=[C:15]([CH3:21])[CH:16]=1. The solvent is C(Cl)Cl (CH2Cl2). Starting materials: C(C)(C)(C)OC(NC1=C(C=C(C=C1)C1=C(C=C(C=C1)F)C)NC(CC(=O)C1=CC(=CC=C1)N1C=NC=C1)=O)=O ({4′-fluoro-3-[3-(3-imidazol-1-yl-phenyl)-3-oxo-propionylamino]-2′-methyl-biphenyl-4-yl}-carbamic acid tert.-butyl ester), C(=O)(C(F)(F)F)O (TFA). Procedure: Prepared from {4′-fluoro-3-[3-(3-imidazol-1-yl-phenyl)-3-oxo-propionylamino]-2′-methyl-biphenyl-4-yl}-carbamic acid tert.-butyl ester (Example K50) by treatment with TFA in CH2Cl2 according to the general procedure M. Obtained as a beige solid (82 mg). Starting materials: C(Cl)(Cl)Cl (chloroform), FC(C(C(N)C(=O)O)C(F)(F)F)(F)F (4,4,4,4′,4′,4′-hexafluoro-DL-valine), CO (MeOH), [Si](C)(C)(C)C=[N+]=[N-].C[Si](C)(C)C (Tetramethylsilane (TMS) diazomethane). Run in C(Cl)Cl.CO (CH2Cl2 MeOH). Conditions: temperature 25 celsius, time 3 hour. The product is NC(C(=O)OC)C(C(F)(F)F)C(F)(F)F (Methyl 2-amino-3-(trifluoromethyl)-4,4,4-trifluorobutanoate). RXN SMILES: [F:1][C:2]([F:14])([F:13])[CH:3]([C:9]([F:12])([F:11])[F:10])[CH:4]([C:6]([OH:8])=[O:7])[NH2:5].[Si](C=[N+]=[N-])(C)(C)[CH3:16].C[Si](C)(C)C.CO.C(Cl)(Cl)Cl>C(Cl)Cl.CO>[NH2:5][CH:4]([CH:3]([C:9]([F:11])([F:10])[F:12])[C:2]([F:13])([F:14])[F:1])[C:6]([O:8][CH3:16])=[O:7] |f:1.2,5.6|. Reported procedure: A solution of 4,4,4,4′,4′,4′-hexafluoro-DL-valine (2.00 g, 8.89 mmol) in CH2Cl2:MeOH (4:1, 50 mL) was stirred under nitrogen at 0° C. Tetramethylsilane (TMS) diazomethane (5.33 nL, 2.0 M in hexane) was added dropwise, and the resulting solution stirred for 3 h at 25° C. After this time period, the reaction was complete by TLC (10% MeOH:chloroform). After concentration, the resulting residue (1.34 g, 63%) was used directly in the next reaction without further purification. The product is CN1CCN(c2ccc([N+](=O)[O-])nc2)CC1. Reaction SMILES: [Br:1][c:2]1[cH:3][cH:4][c:5]([N+:8](=[O:9])[O-:10])[n:6][cH:7]1.[C:11](=[O:12])([O-:13])[O-:14].[CH2:30]([N+:31]([CH2:32][CH2:33][CH2:34][CH3:35])([CH2:36][CH2:37][CH2:38][CH3:39])[CH2:40][CH2:41][CH2:42][CH3:43])[CH2:44][CH2:45][CH3:46].[CH3:17][N:18]1[CH2:19][CH2:20][NH:21][CH2:22][CH2:23]1.[CH3:25][S:26]([CH3:27])=[O:28].[ClH:24].[I-:29].[K+:15].[K+:16]>>[c:2]1([N:21]2[CH2:20][CH2:19][N:18]([CH3:17])[CH2:23][CH2:22]2)[cH:3][cH:4][c:5]([N+:8](=[O:9])[O-:10])[n:6][cH:7]1. Reactants: O=[N+]([O-])c1ccc(Br)cn1, O=C([O-])[O-], CCCC[N+](CCCC)(CCCC)CCCC, CN1CCNCC1, CS(C)=O, Cl, [I-], [K+], [K+]. The reactants are O=C1C=CC(=O)C=2C=CC=CC12, O=C(O)C1CCCCC1. Reagents/catalysts: O=S(=O)(O)OOS(=O)(=O)O.N. Run in O, O=S(C)C. Reaction conditions: temperature 40 celsius, time 16 hour. Yields the product O=C1C=C(C(=O)C=2C=CC=CC12)C3CCCCC3. Isolated yield 70.0%.